describe an organic reaction: reactants, conditions, products, and yield From a dataset of the Open Reaction Database (ORD), a public repository of structured organic reaction records. Reactants: C(N)(=N)C=1C=C(OCC(=O)O)C=CC1 (3-amidinophenoxyacetic acid), S(=O)(Cl)Cl (thionyl chloride). The product is Cl.C(N)(=N)C=1C=C(OCC(=O)Cl)C=CC1 (3-amidinophenoxyacetic acid chloride hydrochloride). As a reaction SMILES: [C:1]([C:4]1[CH:5]=[C:6]([CH:12]=[CH:13][CH:14]=1)[O:7][CH2:8][C:9](O)=[O:10])(=[NH:3])[NH2:2].S(Cl)([Cl:17])=O>>[ClH:17].[C:1]([C:4]1[CH:5]=[C:6]([CH:12]=[CH:13][CH:14]=1)[O:7][CH2:8][C:9]([Cl:17])=[O:10])(=[NH:3])[NH2:2] |f:2.3|. Reported procedure: 19.4 g of 3-amidinophenoxyacetic acid were heated under reflux, while well stirring, for 2 hours with 70 ml of thionyl chloride. After cooling, filtration with suction and washing with anhydrous diethyl ether, 21 g of 3-amidinophenoxyacetic acid chloride hydrochloride were obtained; decomposition point 149° to 151° C. The reactants are Cl (hydrochloric acid), resultant mixture, resultant solution, ON (hydroxyl amine), Cl.ON (hydroxyl amine hydrochloride), [OH-].[Na+] (sodium hydroxide), CC(=O)C1=CC=C(C=C1)Cl (4-chloroacetophenone). Solvent: O (water), O (water), O (water), C(C)O (ethyl alcohol). Product: C/C(=N/O)/C1=CC=C(C=C1)Cl (4-chloroacetophenone oxime). Yield: 92.0%. Reaction SMILES: [CH3:1][C:2]([C:4]1[CH:9]=[CH:8][C:7]([Cl:10])=[CH:6][CH:5]=1)=O.Cl.[OH:12][NH2:13].[OH-].[Na+].Cl.ON>C(O)C.O>[CH3:1]/[C:2](/[C:4]1[CH:9]=[CH:8][C:7]([Cl:10])=[CH:6][CH:5]=1)=[N:13]/[OH:12] |f:1.2,3.4|. Procedure: 15.5 grams (approximately 0.1 mole) of 4-chloroacetophenone were dissolved in 50 cc of ethyl alcohol in a 250 cc beaker. Thereafter, a solution consisting of 15 grams (0.214 mole) of hydroxyl amine hydrochloride dissolved in 30 cc of water were added to the beaker. Then, another solution consisting of 10 grams (0.25 mole) of sodium hydroxide dissolved in 30 cc of water were added to the beaker and the resultant solution was heated for 10 minutes on a hot plate. The reaction mixture was cooled to... Product: O=S(=O)(Nc1cc(Cl)c(Cc2cnc3ccccc3c2)c(Cl)c1)c1ccc(Cl)cc1Cl. Reactants: Nc1cc(Cl)c(Cc2cnc3ccccc3c2)c(Cl)c1, O=S(=O)(Cl)c1ccc(Cl)cc1Cl, c1ccncc1. As a reaction SMILES: [Cl:1][c:2]1[cH:3][c:4]([NH2:20])[cH:5][c:6]([Cl:19])[c:7]1[CH2:8][c:9]1[cH:10][n:11][c:12]2[cH:13][cH:14][cH:15][cH:16][c:17]2[cH:18]1.[Cl:21][c:22]1[c:23]([S:29](=[O:30])(=[O:31])[Cl:32])[cH:24][cH:25][c:26]([Cl:28])[cH:27]1.[cH:33]1[cH:34][cH:35][n:36][cH:37][cH:38]1>>[Cl:1][c:2]1[cH:3][c:4]([NH:20][S:29]([c:23]2[c:22]([Cl:21])[cH:27][c:26]([Cl:28])[cH:25][cH:24]2)(=[O:30])=[O:31])[cH:5][c:6]([Cl:19])[c:7]1[CH2:8][c:9]1[cH:10][n:11][c:12]2[cH:13][cH:14][cH:15][cH:16][c:17]2[cH:18]1. Starting materials: CNC (dimethylamine), S(=O)(=O)(C1=CC=C(C)C=C1)OC1CC2N(C3=C(CC4=C2C=CC=C4)C=CC=C3)CC1 (2-tosyloxy-1,2,3,4,10,14b-hexahydro-pyridino[1,2-a] -dibenzo[ c,f]-azepine), O (water). Run in CS(=O)C (dimethylsulphoxide). Yields the product CN(C1CC2N(C3=C(CC4=C2C=CC=C4)C=CC=C3)CC1)C (2-dimethylamino-1,2,3,4,10,14b-hexahydro-pyridino[1,2-a]-dibenzo [c,f]-azepine). Reaction SMILES: S(O[CH:12]1[CH2:30][CH2:29][N:15]2[C:16]3[CH:28]=[CH:27][CH:26]=[CH:25][C:17]=3[CH2:18][C:19]3[CH:24]=[CH:23][CH:22]=[CH:21][C:20]=3[CH:14]2[CH2:13]1)(C1C=CC(C)=CC=1)(=O)=O.[CH3:31][NH:32][CH3:33].O>CS(C)=O>[CH3:31][N:32]([CH3:33])[CH:12]1[CH2:30][CH2:29][N:15]2[C:16]3[CH:28]=[CH:27][CH:26]=[CH:25][C:17]=3[CH2:18][C:19]3[CH:24]=[CH:23][CH:22]=[CH:21][C:20]=3[CH:14]2[CH2:13]1. Procedure details: 4 g of 2-tosyloxy-1,2,3,4,10,14b-hexahydro-pyridino[1,2-a] -dibenzo[ c,f]-azepine (eg.) are dissolved in 50 ml of dimethylsulphoxide. After that 15 ml of dimethylamine are added to the solution. This solution is now heated in a sealed ampoule on a vapour-bath for 2 hours. After cooling the solution, it is poured into 300 ml of water after which the mixture is extracted with 3×200 ml of ether. The ether layers are washed and then dried, whereupon the solvent is evaporated and the residue is recry... Starting materials: CC(=O)Nc1ccc(O)cc1, N#Cc1ccc(N(CCCO)CC(F)(F)F)cc1C(F)(F)F. The product is CC(=O)Nc1ccc(OCCCN(CC(F)(F)F)c2ccc(C#N)c(C(F)(F)F)c2)cc1. As a reaction SMILES: [C:23]([CH3:24])(=[O:25])[NH:26][c:27]1[cH:28][cH:29][c:30]([OH:33])[cH:31][cH:32]1.[OH:1][CH2:2][CH2:3][CH2:4][N:5]([c:6]1[cH:7][c:8]([C:14]([F:15])([F:16])[F:17])[c:9]([C:10]#[N:11])[cH:12][cH:13]1)[CH2:18][C:19]([F:20])([F:21])[F:22]>>[O:1]([CH2:2][CH2:3][CH2:4][N:5]([c:6]1[cH:7][c:8]([C:14]([F:15])([F:16])[F:17])[c:9]([C:10]#[N:11])[cH:12][cH:13]1)[CH2:18][C:19]([F:20])([F:21])[F:22])[c:30]1[cH:29][cH:28][c:27]([NH:26][C:23]([CH3:24])=[O:25])[cH:32][cH:31]1. Starting materials: C(C1=CC=CC=C1)C(CC(C(=O)[O-])(C(=O)[O-])CC)CCC#N (benzyl-(2-cyanoethyl)-diethylmalonate), Cl (HCl). The reagents and catalysts are [OH-].[OH-].[Pd+2] (Pearlman's catalyst). Run in CCO (EtOH). Reaction conditions: time 22 hour. The product is Cl.C(C1=CC=CC=C1)C(CC(C(=O)O)(C(=O)O)CC)CCCN (benzyl-(3-aminopropyl)-diethylmalonate HCl salt). The yield is 70.0%. As a reaction SMILES: [CH2:1]([CH:8]([CH2:19][CH2:20][C:21]#[N:22])[CH2:9][C:10]([CH2:17][CH3:18])([C:14]([O-:16])=[O:15])[C:11]([O-:13])=[O:12])[C:2]1[CH:7]=[CH:6][CH:5]=[CH:4][CH:3]=1.[ClH:23]>CCO.[OH-].[OH-].[Pd+2]>[ClH:23].[CH2:1]([CH:8]([CH2:19][CH2:20][CH2:21][NH2:22])[CH2:9][C:10]([CH2:17][CH3:18])([C:11]([OH:13])=[O:12])[C:14]([OH:16])=[O:15])[C:2]1[CH:3]=[CH:4][CH:5]=[CH:6][CH:7]=1 |f:3.4.5,6.7|. Reported procedure: The crude benzyl-(2-cyanoethyl)-diethylmalonate from above was dissolved in EtOH (1750 mL) and 5M aqueous HCl (250 mL, 1.25 mol). Pearlman's catalyst containing 20% palladium hydroxide (40 g) was added, and the mixture was hydrogenated in a 1 gallon Hastalloy vessel on a Parr shaker at 50° C. under 40 psi H2 for 22 h. The slurry was filtered through a pad of solkafloc (100 g), and the pad was washed with EtOH (2000 mL). The filtrates were evaporated (25" Hg, bath at 100° C.), and the oily residu... Reactants: Cl(=O)(=O)(=O)O (perchloric acid), O1CCCC2=C1C=CC(=C2)C=2C(=C(SC2C)C)C(C(=O)OCC)O (ethyl 2-[4-(3,4-dihydro-2H-1-benzopyran-6-yl)-2,5-dimethyl thiophen-3-yl]-2-hydroxyacetate). The solvent is C(C)(=O)OC(C)(C)C (tert-butyl acetate). Reaction conditions: time 1 hour. Yields the product O1CCCC2=C1C=CC(=C2)C=2C(=C(SC2C)C)C(C(=O)OCC)OC(C)(C)C (ethyl 2-[4-(3,4-dihydro-2H-1-benzopyran-6-yl)-2,5-dimethyl thiophen-3-yl]-tert-butoxy-acetate). Isolated yield 88.0%. Reaction SMILES: Cl(O)(=O)(=O)=O.[O:6]1[C:11]2[CH:12]=[CH:13][C:14]([C:16]3[C:17]([CH:23]([OH:29])[C:24]([O:26][CH2:27][CH3:28])=[O:25])=[C:18]([CH3:22])[S:19][C:20]=3[CH3:21])=[CH:15][C:10]=2[CH2:9][CH2:8][CH2:7]1>C(OC(C)(C)C)(=O)C>[O:6]1[C:11]2[CH:12]=[CH:13][C:14]([C:16]3[C:17]([CH:23]([O:29][C:10]([CH3:15])([CH3:11])[CH3:9])[C:24]([O:26][CH2:27][CH3:28])=[O:25])=[C:18]([CH3:22])[S:19][C:20]=3[CH3:21])=[CH:15][C:10]=2[CH2:9][CH2:8][CH2:7]1. Procedure details: Under a nitrogen atmosphere, perchloric acid (70%, 1.5 mL) was added at −10° C. to a solution of ethyl 2-[4-(3,4-dihydro-2H-1-benzopyran-6-yl)-2,5-dimethyl thiophen-3-yl]-2-hydroxyacetate (17e) (88 mg, 0.25 mmol) in tert-butyl acetate (10 mL). After 1 hour, the reaction was quenched with a saturated aqueous solution of sodium carbonate and extracted with dichloromethane (2×30 mL). The organic layer was washed with brine (20 mL), dried over sodium sulfate, filtered and evaporated under reduced pr... Reactants: Br, O=C([O-])[O-], COc1cc2c(cc1OCc1ccccc1)C(C1(c3ccccc3Cl)CC1)NCC2, COCCBr, CC(C)=O, [K+], [K+]. The product is COCCN1CCc2cc(OC)c(OCc3ccccc3)cc2C1C1(c2ccccc2Cl)CC1. RXN SMILES: [BrH:31].[C:32](=[O:33])([O-:34])[O-:35].[CH2:1]([c:2]1[cH:3][cH:4][cH:5][cH:6][cH:7]1)[O:8][c:9]1[c:10]([O:29][CH3:30])[cH:11][c:12]2[c:17]([cH:18]1)[CH:16]([C:19]1([c:22]3[c:23]([Cl:28])[cH:24][cH:25][cH:26][cH:27]3)[CH2:20][CH2:21]1)[NH:15][CH2:14][CH2:13]2.[CH3:38][O:39][CH2:40][CH2:41][Br:42].[CH3:43][C:44](=[O:45])[CH3:46].[K+:36].[K+:37]>>[CH2:1]([c:2]1[cH:3][cH:4][cH:5][cH:6][cH:7]1)[O:8][c:9]1[c:10]([O:29][CH3:30])[cH:11][c:12]2[c:17]([cH:18]1)[CH:16]([C:19]1([c:22]3[c:23]([Cl:28])[cH:24][cH:25][cH:26][cH:27]3)[CH2:20][CH2:21]1)[N:15]([CH2:41][CH2:40][O:39][CH3:38])[CH2:14][CH2:13]2. Starting materials: CO, C=C(c1ccc(OC)c(-c2ccc(C(F)(F)F)cc2CN(Cc2cc(C(F)(F)F)cc(C(F)(F)F)c2)C(=O)OC)c1)C(F)(F)F. Yields the product COC(=O)N(Cc1cc(C(F)(F)F)cc(C(F)(F)F)c1)Cc1cc(C(F)(F)F)ccc1-c1cc(C(C)C(F)(F)F)ccc1OC. As a reaction SMILES: [CH3:46][OH:47].[F:1][C:2]([c:3]1[cH:4][c:5]([CH2:6][N:7]([C:8]([O:9][CH3:10])=[O:11])[CH2:12][c:13]2[c:14](-[c:23]3[c:24]([O:35][CH3:36])[cH:25][cH:26][c:27]([C:29](=[CH2:30])[C:31]([F:32])([F:33])[F:34])[cH:28]3)[cH:15][cH:16][c:17]([C:19]([F:20])([F:21])[F:22])[cH:18]2)[cH:37][c:38]([C:40]([F:41])([F:42])[F:43])[cH:39]1)([F:44])[F:45]>>[F:1][C:2]([c:3]1[cH:4][c:5]([CH2:6][N:7]([C:8]([O:9][CH3:10])=[O:11])[CH2:12][c:13]2[c:14](-[c:23]3[c:24]([O:35][CH3:36])[cH:25][cH:26][c:27]([CH:29]([CH3:30])[C:31]([F:32])([F:33])[F:34])[cH:28]3)[cH:15][cH:16][c:17]([C:19]([F:20])([F:21])[F:22])[cH:18]2)[cH:37][c:38]([C:40]([F:41])([F:42])[F:43])[cH:39]1)([F:44])[F:45]. Reactants: CC(=O)OC(C)=O, c1ccncc1, Nc1c[nH]nc1-c1nc2ccccc2[nH]1. Yields the product CC(=O)Nc1c[nH]nc1-c1nc2ccccc2[nH]1. RXN SMILES: [CH3:1][C:2]([O:3][C:5]([CH3:6])=[O:7])=[O:4].[cH:23]1[cH:24][cH:25][n:26][cH:27][cH:28]1.[nH:8]1[c:9](-[c:17]2[n:18][nH:19][cH:20][c:21]2[NH2:22])[n:10][c:11]2[c:12]1[cH:13][cH:14][cH:15][cH:16]2>>[C:5]([CH3:6])(=[O:7])[NH:22][c:21]1[c:17](-[c:9]2[n:8][c:12]3[c:11]([nH:10]2)[cH:16][cH:15][cH:14][cH:13]3)[n:18][nH:19][cH:20]1.